From a dataset of the Open Reaction Database (ORD), a public repository of structured organic reaction records. describe an organic reaction: reactants, conditions, products, and yield Reactants: ClC=1C=CC2=C(N3C(=CO2)N=C(C3C(=O)O)C(=O)OC)C1 (8-chloro-2-methoxycarbonyl-imidazo-[2,1-c][1,4]-benzoxazine-1-carboxylic acid). Solvent: C1=CC=C(C=C1)C2=CC=CC=C2.C1=CC=C(C=C1)OC2=CC=CC=C2 (Dowtherm A). The product is ClC=1C=CC2=C(N3C(CO2)=NC(=C3)C(=O)OC)C1 (methyl 8-chloro-4H-imidazo-[2,1-c][1,4]-benzoxazine-2-carboxylate). The yield is 95.0%. As a reaction SMILES: [Cl:1][C:2]1[CH:3]=[CH:4][C:5]2[O:10][CH:9]=[C:8]3[N:11]=[C:12]([C:17]([O:19][CH3:20])=[O:18])[CH:13](C(O)=O)[N:7]3[C:6]=2[CH:21]=1>C1C=CC(C2C=CC=CC=2)=CC=1.C1C=CC(OC2C=CC=CC=2)=CC=1>[Cl:1][C:2]1[CH:3]=[CH:4][C:5]2[O:10][CH2:9][C:8]3=[N:11][C:12]([C:17]([O:19][CH3:20])=[O:18])=[CH:13][N:7]3[C:6]=2[CH:21]=1 |f:1.2|. Reported procedure: 5.4 g (17.5 mmol) of the 4H-8-chloro-2-methoxycarbonyl-imidazo-[2,1-c][1,4]-benzoxazine-1-carboxylic acid prepared in Step E were stirred in 50 ml of Dowtherm A on an oil bath. The solution obtained bubbled vigorously when the oil bath reached 185°-195° C. When the effervescence had ceased, the solution was cooled and diluted with ether. The product crystallized out and was filtered off, washed well with ether and dried under vacuum over P2O5 to obtain 4.4 g (95% yield) of methyl 8-chloro-4H-imi... Starting materials: ClC=1N=C(C2=C(N1)C(CC2)C2=CC=C(C=C2)F)N2CC(C2)(F)F (2-chloro-4-(3,3-difluoroazetidin-1-yl)-7-(4-fluorophenyl)-6,7-dihydro-5H-cyclopenta[d]pyrimidine), ClC1=NN(C=N1)C1=C(C=C(N)C=C1)OC (4-(3-chloro-1H-1,2,4-triazol-1-yl)-3-methoxyaniline), C(C)(=O)O (Acetic Acid). Run in CO (MeOH), C1CCOC1 (THF). Reaction conditions: temperature 100 celsius, time 8 hour. Yields the product ClC1=NN(C=N1)C1=C(C=C(C=C1)NC=1N=C(C2=C(N1)C(CC2)C2=CC=C(C=C2)F)N2CC(C2)(F)F)OC (N-(4-(3-chloro-1H-1,2,4-triazol-1-yl)-3-methoxyphenyl)-4-(3,3-difluoroazetidin-1-yl)-7-(4-fluorophenyl)-6,7-dihydro-5H-cyclopenta[d]pyrimidin-2-amine). The yield is 49.2%. RXN SMILES: Cl[C:2]1[N:3]=[C:4]([N:18]2[CH2:21][C:20]([F:23])([F:22])[CH2:19]2)[C:5]2[CH2:10][CH2:9][CH:8]([C:11]3[CH:16]=[CH:15][C:14]([F:17])=[CH:13][CH:12]=3)[C:6]=2[N:7]=1.[Cl:24][C:25]1[N:29]=[CH:28][N:27]([C:30]2[CH:36]=[CH:35][C:33]([NH2:34])=[CH:32][C:31]=2[O:37][CH3:38])[N:26]=1.C(O)(=O)C>C1COCC1.CO>[Cl:24][C:25]1[N:29]=[CH:28][N:27]([C:30]2[CH:36]=[CH:35][C:33]([NH:34][C:2]3[N:3]=[C:4]([N:18]4[CH2:19][C:20]([F:23])([F:22])[CH2:21]4)[C:5]4[CH2:10][CH2:9][CH:8]([C:11]5[CH:16]=[CH:15][C:14]([F:17])=[CH:13][CH:12]=5)[C:6]=4[N:7]=3)=[CH:32][C:31]=2[O:37][CH3:38])[N:26]=1. Procedure details: To a solution of 2-chloro-4-(3,3-difluoroazetidin-1-yl)-7-(4-fluorophenyl)-6,7-dihydro-5H-cyclopenta[d]pyrimidine (Preparation Ha) (170 mg, 0.500 mmol) and 4-(3-chloro-1H-1,2,4-triazol-1-yl)-3-methoxyaniline (Preparation F) (146 mg, 0.650 mmol) in THF (1498 mL) was added Acetic Acid (1498 mL). The resulting mixture was heated to 100° C. and stirred overnight. The reaction mixture was then concentrated in vacuo. MeOH was added to the residue which resulted in a suspension. This was filtered to gi...